Dataset: the Open Reaction Database (ORD), a public repository of structured organic reaction records. Task: describe an organic reaction: reactants, conditions, products, and yield Reactants: N[C@@H](CCC(N)=O)C(=O)O (Gln), N[C@H](CCCCN)C(=O)O (D-Lys), N[C@H](CCC(O)=O)C(=O)O (D-Glu), N[C@@H](CC(O)=O)C(=O)O (Asp), N[C@H](CC(O)=O)C(=O)O (D-Asp). Product: N[C@@H](CCC(O)=O)C(=O)O (Glu). Reaction SMILES: N[C@H](C(O)=O)CCC(=O)N.N[C@H](C(O)=O)CC(=O)O.N[C@@H](C(O)=O)CC(=O)O.N[C@@H](C(O)=O)CCCCN.[NH2:39][C@@H:40]([C:46]([OH:48])=[O:47])[CH2:41][CH2:42][C:43](=[O:45])[OH:44]>>[NH2:39][C@H:40]([C:46]([OH:48])=[O:47])[CH2:41][CH2:42][C:43](=[O:44])[OH:45]. Reported procedure: A10, Gln; Asp; Pro; a bond; D-Asp, D-Lys, D-Glu or -Asp-Glu; and The reactants are C(C)(=O)C=1C(=NC2=CC(=C(C=C2C1C1=CC(=C(C=C1)OC)OC)OC)OC)CBr (3-acetyl-2-bromomethyl-4-(3,4-dimethoxyphenyl)-6,7-dimethoxyquinoline), C(C)NCC (diethylamine). Solvent: ClCCl (dichloromethane). Yields the product C(C)(=O)C=1C(=NC2=CC(=C(C=C2C1C1=CC(=C(C=C1)OC)OC)OC)OC)CN(CC)CC (3-acetyl-2-(N,N-diethylaminomethyl)-4-(3,4-dimethoxyphenyl)-6,7-dimethoxyquinoline). Yield: 70.2%. As a reaction SMILES: [C:1]([C:4]1[C:5]([CH2:28]Br)=[N:6][C:7]2[C:12]([C:13]=1[C:14]1[CH:19]=[CH:18][C:17]([O:20][CH3:21])=[C:16]([O:22][CH3:23])[CH:15]=1)=[CH:11][C:10]([O:24][CH3:25])=[C:9]([O:26][CH3:27])[CH:8]=2)(=[O:3])[CH3:2].[CH2:30]([NH:32][CH2:33][CH3:34])[CH3:31]>ClCCl>[C:1]([C:4]1[C:5]([CH2:28][N:32]([CH2:33][CH3:34])[CH2:30][CH3:31])=[N:6][C:7]2[C:12]([C:13]=1[C:14]1[CH:19]=[CH:18][C:17]([O:20][CH3:21])=[C:16]([O:22][CH3:23])[CH:15]=1)=[CH:11][C:10]([O:24][CH3:25])=[C:9]([O:26][CH3:27])[CH:8]=2)(=[O:3])[CH3:2]. Reported procedure: A mixture of 3-acetyl-2-bromomethyl-4-(3,4-dimethoxyphenyl)-6,7-dimethoxyquinoline (3.0 g), diethylamine (4.76 g) and dichloromethane (50 ml) was stirred under reflux for 14 hours. The reaction mixture was washed with water, dried over magnesium sulfate, and the solvent was evaporated. The residue was subjected to column chromatography on silica gel. The fractions eluted with chloroform gave 3-acetyl-2-(N,N-diethylaminomethyl)-4-(3,4-dimethoxyphenyl)-6,7-dimethoxyquinoline (2.07 g, 73%). This co...